This data is from the Open Reaction Database (ORD), a public repository of structured organic reaction records. The task is: describe an organic reaction: reactants, conditions, products, and yield The reactants are CC(C)=O, Cn1nc(-c2ccc(C(F)(F)F)cc2)cc1CCl, [I-], [Na+]. Yields the product Cn1nc(-c2ccc(C(F)(F)F)cc2)cc1CI. As a reaction SMILES: [CH3:21][C:22](=[O:23])[CH3:24].[Cl:1][CH2:2][c:3]1[cH:4][c:5](-[c:9]2[cH:10][cH:11][c:12]([C:15]([F:16])([F:17])[F:18])[cH:13][cH:14]2)[n:6][n:7]1[CH3:8].[I-:20].[Na+:19]>>[CH2:2]([c:3]1[cH:4][c:5](-[c:9]2[cH:10][cH:11][c:12]([C:15]([F:16])([F:17])[F:18])[cH:13][cH:14]2)[n:6][n:7]1[CH3:8])[I:20]. The reactants are FC(C1=C(C(=O)O)C=CC(=C1)C(=O)N[C@@H](C)C1=NC2=C(N1)C=CC(=C2)Cl)(F)F ((1S)-2-trifluoromethyl-4-{N-[1-(5-chloro-1H-benzimidazol-2-yl)ethyl]aminocarbonyl}benzoic acid), CN(C)C(=[N+](C)C)ON1C2=C(C=CC=C2)N=N1.[B-](F)(F)(F)F (TBTU), C(C)(C)N(CC)C(C)C (diisopropylethylamine), N1CC=CC1 (3-pyrroline), ClCl (chlorine), C22H18ClF3N4O2, ClCl (chlorine). The product is ClC1=CC2=C(NC(=N2)[C@H](C)NC(C2=CC(=C(C=C2)C(=O)N2CC=CC2)C(F)(F)F)=O)C=C1 (N-[(1S)-1-(5-chloro-1H-benzimidazol-2-yl)ethyl]-4-(2,5-dihydropyrrol-1-ylcarbonyl)-3-trifluoromethylbenzamide). Solvent: O1CCCC1 (tetrahydrofuran), ClCCl.C(C)O (dichloromethane ethanol). RXN SMILES: [F:1][C:2]([F:28])([F:27])[C:3]1[CH:11]=[C:10]([C:12]([NH:14][C@H:15]([C:17]2[NH:21][C:20]3[CH:22]=[CH:23][C:24]([Cl:26])=[CH:25][C:19]=3[N:18]=2)[CH3:16])=[O:13])[CH:9]=[CH:8][C:4]=1[C:5]([OH:7])=O.CN(C(O[N:37]1N=NC2C=[CH:41][CH:42]=[CH:43][C:38]1=2)=[N+](C)C)C.[B-](F)(F)(F)F.C(N(C(C)C)CC)(C)C.N1CC=CC1.ClCl>O1CCCC1.ClCCl.C(O)C>[Cl:26][C:24]1[CH:23]=[CH:22][C:20]2[NH:21][C:17]([C@@H:15]([NH:14][C:12](=[O:13])[C:10]3[CH:9]=[CH:8][C:4]([C:5]([N:37]4[CH2:38][CH:43]=[CH:42][CH2:41]4)=[O:7])=[C:3]([C:2]([F:28])([F:1])[F:27])[CH:11]=3)[CH3:16])=[N:18][C:19]=2[CH:25]=1 |f:1.2,7.8|. Isolated yield 55.0%. Procedure details: Prepared analogously to Example 1g from (1S)-2-trifluoromethyl-4-{N-[1-(5-chloro-1H-benzimidazol-2-yl)ethyl]aminocarbonyl}benzoic acid, TBTU, diisopropylethylamine, and 3-pyrroline in tetrahydrofuran. Yield: 55%; Rf value: 0.50 (silica gel: dichloromethane/ethanol=9:1); C22H18ClF3N4O2 (462.863); mass spectrum: (M+H)+=463/465 (chlorine isotope) and (M−H)−=461/463 (chlorine isotope).